This data is from the Open Reaction Database (ORD), a public repository of structured organic reaction records. The task is: describe an organic reaction: reactants, conditions, products, and yield Reactants: IC1=C(C=CC=2C(COC21)=O)OC (7-iodo-6-methoxybenzofuran-3(2H)-one), C(#C)C1CCN(CC1)C(=O)OC(C)(C)C (tert-butyl 4-ethynylpiperidine-1-carboxylate). Reagents/catalysts: Cl[Pd]([P](C1=CC=CC=C1)(C2=CC=CC=C2)C3=CC=CC=C3)([P](C4=CC=CC=C4)(C5=CC=CC=C5)C6=CC=CC=C6)Cl (dichlorobis(triphenylphosphine)palladium(II)), [Cu]I (copper(I) iodide). Solvent: C(C)N(CC)CC (triethylamine). Reaction conditions: time 8 hour. Product: COC1=C(C2=C(C(CO2)=O)C=C1)C#CC1CCN(CC1)C(=O)OC(C)(C)C (tert-butyl 4-[(6-methoxy-3-oxo-2,3-dihydrobenzofuran-7-yl)ethynyl]piperidine-1-carboxylate). The yield is 55.0%. Reaction SMILES: I[C:2]1[C:10]2[O:9][CH2:8][C:7](=[O:11])[C:6]=2[CH:5]=[CH:4][C:3]=1[O:12][CH3:13].[C:14]([CH:16]1[CH2:21][CH2:20][N:19]([C:22]([O:24][C:25]([CH3:28])([CH3:27])[CH3:26])=[O:23])[CH2:18][CH2:17]1)#[CH:15]>C(N(CC)CC)C.Cl[Pd](Cl)([P](C1C=CC=CC=1)(C1C=CC=CC=1)C1C=CC=CC=1)[P](C1C=CC=CC=1)(C1C=CC=CC=1)C1C=CC=CC=1.[Cu]I>[CH3:13][O:12][C:3]1[CH:4]=[CH:5][C:6]2[C:7](=[O:11])[CH2:8][O:9][C:10]=2[C:2]=1[C:15]#[C:14][CH:16]1[CH2:17][CH2:18][N:19]([C:22]([O:24][C:25]([CH3:28])([CH3:27])[CH3:26])=[O:23])[CH2:20][CH2:21]1 |^1:38,57|. Procedure details: A solution of 7-iodo-6-methoxybenzofuran-3(2H)-one (0.348 g, 1.20 mmol) synthesized in Example B46, Step 2 in triethylamine (10 mL) was added with tert-butyl 4-ethynylpiperidine-1-carboxylate (Journal of Medicinal Chemistry, Vol. 47, p. 3111, 2004, 0.276 g, 1.32 mmol), dichlorobis(triphenylphosphine)palladium(II) (0.0842 g, 0.120 mmol) and copper(I) iodide (0.0229 g, 0.120 mmol), and the mixture was stirred overnight at room temperature. The reaction mixture was concentrated, and the resulting r...